This data is from the Open Reaction Database (ORD), a public repository of structured organic reaction records. The task is: describe an organic reaction: reactants, conditions, products, and yield The reactants are esters, [Na] (sodium), COC(=O)C=1C=CC(=CC1)O (methyl p-hydroxybenzoate), BrCCCCC(=O)OC (methyl 5-bromovalerate), BrCC(=O)OC (methyl bromoacetate), BrCCCCCCCC(=O)OC (methyl 8-bromooctanoate), diacids, [Na] (sodium), methyl esters. The solvent is CO (methanol), CO (methanol). Product: C(=O)(O)C1=CC=C(OCC(=O)OC)C=C1 (Methyl p-carboxyphenoxyacetate), C(=O)(O)C1=CC=C(OC(C(=O)OC)CCCCCC)C=C1 (methyl p-carboxyphenoxyoctanoate). The yield is 75.0%. RXN SMILES: [Na].C[O:3][C:4]([C:6]1[CH:7]=[CH:8][C:9]([OH:12])=[CH:10][CH:11]=1)=[O:5].BrCCC[CH2:17][C:18]([O:20][CH3:21])=[O:19].BrCC(OC)=O.Br[CH2:29][CH2:30][CH2:31][CH2:32][CH2:33][CH2:34][CH2:35][C:36]([O:38][CH3:39])=[O:37]>CO>[C:4]([C:6]1[CH:7]=[CH:8][C:9]([O:12][CH2:17][C:18]([O:20][CH3:21])=[O:19])=[CH:10][CH:11]=1)([OH:3])=[O:5].[C:4]([C:6]1[CH:7]=[CH:8][C:9]([O:12][CH:35]([CH2:34][CH2:33][CH2:32][CH2:31][CH2:30][CH3:29])[C:36]([O:38][CH3:39])=[O:37])=[CH:10][CH:11]=1)([OH:3])=[O:5] |^1:0|. Procedure: Freshly cut sodium metal (5.98 g, 0.26 mole) was gradually introduced into 150 ml of dry methanol in a 1000 ml flask equipped with a stirrer, and a reflux condenser with a drying tube. Upon complete solution of the sodium, first, 39.56 g (0.26 mole) of methyl p-hydroxybenzoate in 100 ml of methanol and later 50.0 g (0.26 mole) of methyl 5-bromovalerate were added rapidly. The reaction was allowed to reflux for 78 hours. After 78 hours of refluxing precipitated material was removed by filtration.... The reactants are C(C1=CC=CC=C1)ON1[C@@H]2CC[C@H](N(C1=O)C2)C(=O)O ((2S,5R)-6-(benzyloxy)-7-oxo-1,6-diazabicyclo[3.2.1]octane-2-carboxylic acid), C1(CC1)C(=O)NN (cyclopropanecarbohydrazide), ON1N=NC2=C1C=CC=C2 (1-hydroxybenzotriazole), Cl.C(C)N=C=NCCCN(C)C (1-ethyl-(3-dimethylaminopropyl)carbodiimide hydrochloride). The reagents and catalysts are CN(C1=CC=NC=C1)C (4-(dimethylamino)pyridine). Run in C(Cl)Cl (DCM). Reaction conditions: time 8 hour. The product is C(C1=CC=CC=C1)ON1[C@H]2CC[C@@H](N(C1=O)C2)C(=O)NNC(=O)C2CC2 ((2R,5S)-6-(benzyloxy)-N′-(cyclopropylcarbonyl)-7-oxo-1,6-diazabicyclo[3.2.1]octane-2-carbohydrazide). The yield is 83.7%. Reaction SMILES: [CH2:1]([O:8][N:9]1[C:15](=[O:16])[N:14]2[CH2:17][C@H:10]1[CH2:11][CH2:12][C@H:13]2[C:18]([OH:20])=O)[C:2]1[CH:7]=[CH:6][CH:5]=[CH:4][CH:3]=1.[CH:21]1([C:24]([NH:26][NH2:27])=[O:25])[CH2:23][CH2:22]1.ON1C2C=CC=CC=2N=N1.Cl.C(N=C=NCCCN(C)C)C>C(Cl)Cl.CN(C)C1C=CN=CC=1>[CH2:1]([O:8][N:9]1[C:15](=[O:16])[N:14]2[CH2:17][C@@H:10]1[CH2:11][CH2:12][C@@H:13]2[C:18]([NH:27][NH:26][C:24]([CH:21]1[CH2:23][CH2:22]1)=[O:25])=[O:20])[C:2]1[CH:3]=[CH:4][CH:5]=[CH:6][CH:7]=1 |f:3.4|. Reported procedure: To a solution of (2S,5R)-6-(benzyloxy)-7-oxo-1,6-diazabicyclo[3.2.1]octane-2-carboxylic acid 1 (0.25 g, 0.90 mmol) in dry DCM (30 mL) were added cyclopropanecarbohydrazide 196 (0.135 g, 1.35 mmol), 1-hydroxybenzotriazole (0.19 g, 1.35 mmol), 1-ethyl-(3-dimethylaminopropyl)carbodiimide hydrochloride (0.26 g, 1.35 mmol) and 4-(dimethylamino)pyridine (0.16 g, 1.35 mmol) at room temperature. The reaction mixture was stirred at room temperature overnight, and concentrated under vacuum. The residue wa... As a reaction SMILES: [C:1]([O:5][C:6]([N:8]1[CH2:13][CH2:12][C:11]2[NH:14][N:15]=[CH:16][C:10]=2[CH2:9]1)=[O:7])([CH3:4])([CH3:3])[CH3:2].Cl.Cl[CH2:19][CH2:20][N:21]1[CH2:25][CH2:24][CH2:23][CH2:22]1.C(=O)([O-])[O-].[K+].[K+]>CN(C)C=O>[C:1]([O:5][C:6]([N:8]1[CH2:13][CH2:12][C:11]2=[N:14][N:15]([CH2:19][CH2:20][N:21]3[CH2:25][CH2:24][CH2:23][CH2:22]3)[CH:16]=[C:10]2[CH2:9]1)=[O:7])([CH3:4])([CH3:2])[CH3:3] |f:1.2,3.4.5|. Procedure: 1,4,6,7-Tetrahydro-pyrazolo[4,3-c]pyridine-5-carboxylic acid tert-butyl ester (1.8 g, 8.06 mmol)(EP1057814, Example 2c) was added to 1-(2-chloro-ethyl)-pyrrolidine hydrochloride (1.65 g, 9.67 mmol) and potassium carbonate (3.34 g, 24.2 mmol) in N,N-dimethylformamide (35 ml) and the mixture was heated at 65° C. for 26 hours, then cooled to room temperature and stirred for 72 hours. The solvent was evaporated under reduced pressure and the residue was dissolved in 2N sodium hydroxide solution. The... Yields the product C(C)(C)(C)OC(=O)N1CC=2C(CC1)=NN(C2)CCN2CCCC2 (2-(2-Pyrrolidin-1-yl-ethyl)-2,4,6,7-tetrahydro-pyrazolo[4,3-c]pyridine-5-carboxylic acid tert-butyl ester). Solvent: CN(C=O)C (N,N-dimethylformamide). Reactants: C(C)(C)(C)OC(=O)N1CC2=C(CC1)NN=C2 (1,4,6,7-Tetrahydro-pyrazolo[4,3-c]pyridine-5-carboxylic acid tert-butyl ester), Cl.ClCCN1CCCC1 (1-(2-chloro-ethyl)-pyrrolidine hydrochloride), C([O-])([O-])=O.[K+].[K+] (potassium carbonate). Conditions: temperature 65 celsius, time 72 hour. Reactants: step-ii, C(C)(C)(C)OC(=O)N(S(=O)(=O)C)C=1C=C(C=CC1F)C=1C=C2C(=NC1)N(C=C2C=2C(=NN(C2C)CC2=CC(=CC(=C2)F)F)C)C(=O)OC(C)(C)C (tert-butyl 5-(3-(N-(tert-butoxycarbonyl)methylsulfonamido)-4-fluorophenyl)-3-(1-(3,5-difluorobenzyl)-3,5-dimethyl-1H-pyrazol-4-yl)-1H-pyrrolo[2,3-b]pyridine-1-carboxylate). Solvent: O1CCOCC1.CO (dioxane MeOH), Cl (HCl). Product: FC=1C=C(CN2N=C(C(=C2C)C2=CNC3=NC=C(C=C32)C=3C=CC(=C(C3)NS(=O)(=O)C)F)C)C=C(C1)F (N-(5-(3-(1-(3,5-difluorobenzyl)-3,5-dimethyl-1H-pyrazol-4-yl)-1H-pyrrolo[2,3-b]pyridin-5-yl)-2-fluorophenyl)methanesulfonamide). Isolated yield 42.5%. Reaction SMILES: C(OC([N:8]([C:13]1[CH:14]=[C:15]([C:20]2[CH:21]=[C:22]3[C:28]([C:29]4[C:30]([CH3:44])=[N:31][N:32]([CH2:35][C:36]5[CH:41]=[C:40]([F:42])[CH:39]=[C:38]([F:43])[CH:37]=5)[C:33]=4[CH3:34])=[CH:27][N:26](C(OC(C)(C)C)=O)[C:23]3=[N:24][CH:25]=2)[CH:16]=[CH:17][C:18]=1[F:19])[S:9]([CH3:12])(=[O:11])=[O:10])=O)(C)(C)C>Cl.O1CCOCC1.CO>[F:42][C:40]1[CH:41]=[C:36]([CH:37]=[C:38]([F:43])[CH:39]=1)[CH2:35][N:32]1[C:33]([CH3:34])=[C:29]([C:28]2[C:22]3[C:23](=[N:24][CH:25]=[C:20]([C:15]4[CH:16]=[CH:17][C:18]([F:19])=[C:13]([NH:8][S:9]([CH3:12])(=[O:10])=[O:11])[CH:14]=4)[CH:21]=3)[NH:26][CH:27]=2)[C:30]([CH3:44])=[N:31]1 |f:2.3|. Procedure: Using similar reaction conditions as described in step-ii of example-7, tert-butyl 5-(3-(N-(tert-butoxycarbonyl)methylsulfonamido)-4-fluorophenyl)-3-(1-(3,5-difluorobenzyl)-3,5-dimethyl-1H-pyrazol-4-yl)-1H-pyrrolo[2,3-b]pyridine-1-carboxylate (88 mg, 0.121 mmol) was deprotected in HCl in dioxane/MeOH (5/2 ml). This afforded 27 mg (35% yield) of the titled compound. 1H NMR (CDCl3, 300 MHz): δ 13.6 (s, 1H), 8.42 (s, 1H), 8.26 (s, 1H), 7.80-7.77 (d, 1H), 7.50 (s, 1H), 7.33-7.32 (m, 2H), 6.79-6.69 (... The reactants are [C@@H]1([C@H](O)[C@H](O)[C@@H](CO)O1)N1C=NC=2C(O)=NC=NC12 (inosine), [C@@H]1([C@H](O)[C@H](O)[C@@H](CO)O1)N1C=NC=2C(N)=NC=NC12 (adenosine), N[C@@H](C)C(=O)O (alanine). Conditions: temperature 37 celsius. The product is OCC(=O)[C@@H](O)[C@H](O)[C@H](O)CO (fructose). As a reaction SMILES: [C@@H:1]1(N2C3N=CN=C(O)C=3N=C2)[O:9][C@H:6]([CH2:7][OH:8])[C@@H:4]([OH:5])[C@H:2]1[OH:3].[C@@H]1(N2C3N=CN=C(N)C=3N=C2)O[C@H](CO)[C@@H](O)[C@H:21]1[OH:22].N[C@H](C(O)=[O:43])C>>[OH:22][CH2:21][C:7]([C@H:6]([C@@H:4]([C@@H:2]([CH2:1][OH:9])[OH:3])[OH:5])[OH:43])=[O:8]. Reported procedure: FIGS. 4 and 5 show that in the organ preservation model, at 4° C., inosine, adenosine, alanine, and fructose provide substantial protection even up to 24 hours. When the cells are warmed to 37° C., inosine, adenosine, and alanine still afford substantial protection for an extended period of time, while the protection afforded by fructose is diminishing.